From a dataset of the Open Reaction Database (ORD), a public repository of structured organic reaction records. describe an organic reaction: reactants, conditions, products, and yield Yields the product CC(C)(C)OC(=O)N1CCCC1C(=O)Nn1cccc1C(N)=O. Reaction SMILES: [C:10]([CH3:11])([CH3:12])([CH3:13])[O:14][C:15](=[O:16])[N:17]1[CH:18]([C:22](=[O:23])[OH:24])[CH2:19][CH2:20][CH2:21]1.[CH2:37]1[O:38][CH2:39][CH2:40][CH2:41]1.[CH3:26][N:27]([CH3:28])[CH2:29][CH2:30][CH2:31][N:32]=[C:33]=[N:34][CH2:35][CH3:36].[ClH:25].[NH2:1][n:2]1[c:3]([C:7](=[O:8])[NH2:9])[cH:4][cH:5][cH:6]1>>[NH:1]([n:2]1[c:3]([C:7](=[O:8])[NH2:9])[cH:4][cH:5][cH:6]1)[C:22]([CH:18]1[N:17]([C:15]([O:14][C:10]([CH3:11])([CH3:12])[CH3:13])=[O:16])[CH2:21][CH2:20][CH2:19]1)=[O:23]. The reactants are CC(C)(C)OC(=O)N1CCCC1C(=O)O, C1CCOC1, CCN=C=NCCCN(C)C, Cl, NC(=O)c1cccn1N. Starting materials: CC[O-], CCO, ClCc1ccccc1, Nc1nc2ccccc2[nH]1, [Na+]. The product is Nc1nc2ccccc2n1Cc1ccccc1. RXN SMILES: [CH3:11][CH2:12][O-:13].[CH3:23][CH2:24][OH:25].[Cl:15][CH2:16][c:17]1[cH:18][cH:19][cH:20][cH:21][cH:22]1.[NH2:1][c:2]1[n:3][c:4]2[cH:5][cH:6][cH:7][cH:8][c:9]2[nH:10]1.[Na+:14]>>[NH2:1][c:2]1[n:3][c:4]2[cH:5][cH:6][cH:7][cH:8][c:9]2[n:10]1[CH2:16][c:17]1[cH:18][cH:19][cH:20][cH:21][cH:22]1. Starting materials: C(CCC)[Li] (n-Butyllithium), BrC1=CC=C(C=C1)OCCCCCCCC (1-Bromo-4-octyloxybenzene), B(OC)(OC)OC (trimethyl borate), Cl (hydrochloric acid). Run in C1CCOC1 (THF), C1CCOC1 (THF). Product: C(CCCCCCC)OC1=CC=C(C=C1)B(O)O (4-Octyloxyphenylboronic acid). RXN SMILES: C([Li])CCC.Br[C:7]1[CH:12]=[CH:11][C:10]([O:13][CH2:14][CH2:15][CH2:16][CH2:17][CH2:18][CH2:19][CH2:20][CH3:21])=[CH:9][CH:8]=1.[B:22](OC)([O:25]C)[O:23]C.Cl>C1COCC1>[CH2:14]([O:13][C:10]1[CH:11]=[CH:12][C:7]([B:22]([OH:25])[OH:23])=[CH:8][CH:9]=1)[CH2:15][CH2:16][CH2:17][CH2:18][CH2:19][CH2:20][CH3:21]. Reported procedure: n-Butyllithium (23 ml, 2.5M in hexane, 0.058 mol) was added dropwise to a stirred, cooled (-78° C.) solution of compound 26 (15.00 g, 0.053 mol) in dry THF (168 ml) under dry nitrogen. The reaction mixture was maintained under these conditions for 2.5 h and then a solution of trimethyl borate (10.98 g, 0.106 mol) in dry THF (50 ml) was added dropwise at -78° C. The reaction mixture was allowed to warm to room temperature overnight and then stirred for 1 h with 10% hydrochloric acid (120 ml). The... Reactants: CNc1nc2ncccc2cc1C(=O)O, NCc1cccc(C(F)(F)F)c1. Yields the product CNc1nc2ncccc2cc1C(=O)NCc1cccc(C(F)(F)F)c1. Reaction SMILES: [CH3:1][NH:2][c:3]1[n:4][c:5]2[n:6][cH:7][cH:8][cH:9][c:10]2[cH:11][c:12]1[C:13](=[O:14])[OH:15].[F:16][C:17]([c:18]1[cH:19][c:20]([CH2:21][NH2:22])[cH:23][cH:24][cH:25]1)([F:26])[F:27]>>[CH3:1][NH:2][c:3]1[n:4][c:5]2[n:6][cH:7][cH:8][cH:9][c:10]2[cH:11][c:12]1[C:13](=[O:15])[NH:22][CH2:21][c:20]1[cH:19][c:18]([C:17]([F:16])([F:26])[F:27])[cH:25][cH:24][cH:23]1.